This data is from the Open Reaction Database (ORD), a public repository of structured organic reaction records. The task is: describe an organic reaction: reactants, conditions, products, and yield Starting materials: Br[C@@H]1C[C@H]2N(C(N(C2)C2=CC=C(C=C2)OCC(F)(F)F)=O)C1 ((6R,7aR)-6-Bromo-2-[4-(2,2,2-trifluoro-ethoxy)-phenyl]-hexahydro-pyrrolo[1,2-c]imidazol-3-one), C(=O)([O-])[O-].[K+].[K+] (K2CO3), ClC1=C(C=CC=C1)S(=O)(=O)N (2-Chloro-benzenesulfonamide). The solvent is CN(C)C=O (DMF). Run at temperature 80 celsius. The product is ClC1=C(C=CC=C1)S(=O)(=O)N[C@H]1C[C@H]2N(C(N(C2)C2=CC=C(C=C2)OCC(F)(F)F)=O)C1 (2-Chloro-N-{(6S,7aR)-3-oxo-2-[4-(2,2,2-trifluoro-ethoxy)-phenyl]-hexahydro-pyrrolo[1,2-c]imidazol-6-yl}-benzenesulfonamide). The yield is 26.7%. RXN SMILES: Br[C@H:2]1[CH2:22][N:5]2[C:6](=[O:21])[N:7]([C:9]3[CH:14]=[CH:13][C:12]([O:15][CH2:16][C:17]([F:20])([F:19])[F:18])=[CH:11][CH:10]=3)[CH2:8][C@H:4]2[CH2:3]1.C([O-])([O-])=O.[K+].[K+].[Cl:29][C:30]1[CH:35]=[CH:34][CH:33]=[CH:32][C:31]=1[S:36]([NH2:39])(=[O:38])=[O:37]>CN(C=O)C>[Cl:29][C:30]1[CH:35]=[CH:34][CH:33]=[CH:32][C:31]=1[S:36]([NH:39][C@@H:2]1[CH2:22][N:5]2[C:6](=[O:21])[N:7]([C:9]3[CH:14]=[CH:13][C:12]([O:15][CH2:16][C:17]([F:20])([F:19])[F:18])=[CH:11][CH:10]=3)[CH2:8][C@H:4]2[CH2:3]1)(=[O:38])=[O:37] |f:1.2.3|. Procedure details: To a solution of (6R,7aR)-6-Bromo-2-[4-(2,2,2-trifluoro-ethoxy)-phenyl]-hexahydro-pyrrolo[1,2-c]imidazol-3-one (50 mg, 0.130 mmol) in DMF (3 mL) in a sealed tube, was added K2CO3 (27.3 mg, 0.197 mmol) and 2-Chloro-benzenesulfonamide (50.5 mg, 0.263 mmol) and heated to 80° C. for 12 h. All volatiles were removed under reduced pressure and the residue was extracted with ethyl acetate. The organic layer was separated, washed with water and brine, dried over Na2SO4 and concentrated. The residue was ... The reactants are Cl.ClCC1=NC=CC(=C1)C1=CC=CC=C1 (2-(Chloromethyl)-4-phenylpyridine hydrochloride), N1CCCC1 (pyrrolidine), [OH-].[K+] (potassium hydroxide), ClCCl (dichloromethane). Solvent: O (water), O (water). Conditions: time 1 hour. Yields the product C1(=CC=CC=C1)C1=CC(=NC=C1)CN1CCCC1 (4-Phenyl-2-(1-pyrrolidinylmethyl)pyridine). RXN SMILES: Cl.Cl[CH2:3][C:4]1[CH:9]=[C:8]([C:10]2[CH:15]=[CH:14][CH:13]=[CH:12][CH:11]=2)[CH:7]=[CH:6][N:5]=1.[NH:16]1[CH2:20][CH2:19][CH2:18][CH2:17]1.[OH-].[K+].ClCCl>O>[C:10]1([C:8]2[CH:7]=[CH:6][N:5]=[C:4]([CH2:3][N:16]3[CH2:20][CH2:19][CH2:18][CH2:17]3)[CH:9]=2)[CH:15]=[CH:14][CH:13]=[CH:12][CH:11]=1 |f:0.1,3.4|. Procedure: The product from stage (i) (14.0 g) was added to a solution of pyrrolidine (17.0 ml) in water (80 ml) at 22°. The solution was stirred for 1 h at 22° and then potassium hydroxide (40 g), dichloromethane (200 ml) and water (200 ml) were added. The mixture was stirred for 0.25 h and the phases were separated. The aqueous phase was extracted with dichloromethane (100 ml) and the combined organic extracts were washed with water (2×100 ml), saturated brine, dried and evaporated to leave an oil (15.2 ... The reactants are ClC=1C(=NC=C(C1)C(F)(F)F)C1=CC(=C(C=C1)C#N)O (3-chloro-2-(4-cyano-3-hydroxyphenyl)-5-trifluoromethyl-pyridine), ClCC(C)=O (chloroacetone), C([O-])([O-])=O.[K+].[K+] (potassium carbonate), [I-].[Na+] (sodium iodide). Run in CC(=O)C (acetone). Yields the product ClC=1C(=NC=C(C1)C(F)(F)F)C1=CC(=C(C=C1)C#N)OCC(C)=O (3-Chloro-2-(4-cyano-3-(2-oxopropoxy)phenyl)-5-trifluoromethyl-pyridine). The yield is 22.0%. As a reaction SMILES: [Cl:1][C:2]1[C:3]([C:12]2[CH:17]=[CH:16][C:15]([C:18]#[N:19])=[C:14]([OH:20])[CH:13]=2)=[N:4][CH:5]=[C:6]([C:8]([F:11])([F:10])[F:9])[CH:7]=1.Cl[CH2:22][C:23](=[O:25])[CH3:24].C(=O)([O-])[O-].[K+].[K+].[I-].[Na+]>CC(C)=O>[Cl:1][C:2]1[C:3]([C:12]2[CH:17]=[CH:16][C:15]([C:18]#[N:19])=[C:14]([O:20][CH2:22][C:23](=[O:25])[CH3:24])[CH:13]=2)=[N:4][CH:5]=[C:6]([C:8]([F:11])([F:9])[F:10])[CH:7]=1 |f:2.3.4,5.6|. Reported procedure: 1.5 g of 3-chloro-2-(4-cyano-3-hydroxyphenyl)-5-trifluoromethyl-pyridine, 1.0 g of chloroacetone, 1.5 g of potassium carbonate, 0.8 g of sodium iodide and 200 ml of acetone were refluxed for 8 hours. The reaction mixture was then concentrated, after which the residue was stirred in 20 ml of water. The insoluble portion was separated off and washed well with water. The crude product was then stirred in succession with n-hexane and with ether. After drying in a vacuum drying oven, 0.4 g of white c...